From a dataset of the Open Reaction Database (ORD), a public repository of structured organic reaction records. describe an organic reaction: reactants, conditions, products, and yield The reactants are ClC(Cl)Cl, Nc1ccc(C(=O)O)cc1C(F)(F)F, O=S(=O)(Cl)Cl. The product is Nc1c(Cl)cc(C(=O)O)cc1C(F)(F)F. RXN SMILES: [CH:20]([Cl:21])([Cl:22])[Cl:23].[NH2:1][c:2]1[cH:3][cH:4][c:5]([C:6](=[O:7])[OH:8])[cH:9][c:10]1[C:11]([F:12])([F:13])[F:14].[S:15]([Cl:16])(=[O:17])([Cl:18])=[O:19]>>[NH2:1][c:2]1[c:3]([Cl:18])[cH:4][c:5]([C:6](=[O:7])[OH:8])[cH:9][c:10]1[C:11]([F:12])([F:13])[F:14]. The reactants are CCOC(=O)c1cc2cc(C#N)ccc2[nH]1, CCO, Cl, [K+], [OH-], O. Product: N#Cc1ccc2[nH]c(C(=O)O)cc2c1. RXN SMILES: [CH2:1]([CH3:2])[O:3][C:4](=[O:5])[c:6]1[nH:7][c:8]2[cH:9][cH:10][c:11]([C:15]#[N:16])[cH:12][c:13]2[cH:14]1.[CH3:17][CH2:18][OH:19].[ClH:22].[K+:21].[OH-:20].[OH2:23]>>[O:3]=[C:4]([OH:5])[c:6]1[nH:7][c:8]2[cH:9][cH:10][c:11]([C:15]#[N:16])[cH:12][c:13]2[cH:14]1. Reactants: C(C1=CC=CC=C1)OC[C@@H]1[C@@H](CCC([C@@H]1OC)(C)C)O ((1R,2R,3R)-2-(benzyloxymethyl)-3-methoxy-4,4-dimethylcyclohexanol), [H-].[Na+] (sodium hydride), C(CCCCCCC)Br (n-octyl bromide). Solvent: CN(C=O)C (N,N-dimethylformamide). Run at time 2 hour. Yields the product CO[C@@H]1[C@@H]([C@@H](CCC1(C)C)OCCCCCCCC)COCC1=CC=CC=C1 (benzyl [(1R,2R,6R)-2-methoxy-3,3-dimethyl-6-octyloxycyclohexyl]methyl ether). The yield is 83.0%. As a reaction SMILES: [CH2:1]([O:8][CH2:9][C@H:10]1[C@@H:15]([O:16][CH3:17])[C:14]([CH3:19])([CH3:18])[CH2:13][CH2:12][C@H:11]1[OH:20])[C:2]1[CH:7]=[CH:6][CH:5]=[CH:4][CH:3]=1.[H-].[Na+].[CH2:23](Br)[CH2:24][CH2:25][CH2:26][CH2:27][CH2:28][CH2:29][CH3:30]>CN(C)C=O>[CH3:17][O:16][C@H:15]1[C:14]([CH3:18])([CH3:19])[CH2:13][CH2:12][C@@H:11]([O:20][CH2:23][CH2:24][CH2:25][CH2:26][CH2:27][CH2:28][CH2:29][CH3:30])[C@H:10]1[CH2:9][O:8][CH2:1][C:2]1[CH:3]=[CH:4][CH:5]=[CH:6][CH:7]=1 |f:1.2|. Reported procedure: A mixture of (1R,2R,3R)-2-(benzyloxymethyl)-3-methoxy-4,4-dimethylcyclohexanol (7 mg) and sodium hydride (5 mg, 60% dispersion in oil) and n-octyl bromide (20 ml) in dry N,N-dimethylformamide (0.3 ml) was stirred for 2 hrs at room temperature. The mixture was cooled to 0° C., and the reaction was quenched by addition of water. The pH of the mixture was adjusted to pH 7 with 0.1N hydrochloric acid. The mixture was extracted with diethyl ether, and the combined organic extracts were washed with br... The product is CCc1cc(C(=O)OC)cc2cn[nH]c12. The reactants are CCc1cc(C(=O)O)cc2cn[nH]c12, CO, O=S(=O)(O)O. Reaction SMILES: [CH2:1]([CH3:2])[c:3]1[cH:4][c:5]([C:12](=[O:13])[OH:14])[cH:6][c:7]2[cH:8][n:9][nH:10][c:11]12.[CH3:20][OH:21].[S:15](=[O:16])(=[O:17])([OH:18])[OH:19]>>[CH2:1]([CH3:2])[c:3]1[cH:4][c:5]([C:12](=[O:13])[O:14][CH3:20])[cH:6][c:7]2[cH:8][n:9][nH:10][c:11]12. Reactants: CC(=O)O, CCOC(=O)C(=NOCc1ccc(Cl)cc1)C(C)=O, O=S(=O)(Cl)Cl. Product: CCOC(=O)C(=NOCc1ccc(Cl)cc1)C(=O)CCl. As a reaction SMILES: [CH3:25][C:26](=[O:27])[OH:28].[Cl:6][c:7]1[cH:8][cH:9][c:10]([CH2:11][O:12][N:13]=[C:14]([C:15](=[O:16])[O:17][CH2:18][CH3:19])[C:20]([CH3:21])=[O:22])[cH:23][cH:24]1.[S:1]([Cl:2])(=[O:3])([Cl:4])=[O:5]>>[Cl:4][CH2:21][C:20]([C:14](=[N:13][O:12][CH2:11][c:10]1[cH:9][cH:8][c:7]([Cl:6])[cH:24][cH:23]1)[C:15](=[O:16])[O:17][CH2:18][CH3:19])=[O:22]. Starting materials: [BH4-], Cc1ccc(-n2nc(C(C)(C)C)cc2NC(=O)NCc2cc(F)ccc2Oc2ccc3c(cnn3CC=O)c2)cc1, CO, [Na+]. The product is Cc1ccc(-n2nc(C(C)(C)C)cc2NC(=O)NCc2cc(F)ccc2Oc2ccc3c(cnn3CCO)c2)cc1. As a reaction SMILES: [BH4-:42].[C:1]([CH3:2])([CH3:3])([CH3:4])[c:5]1[n:6][n:7](-[c:35]2[cH:36][cH:37][c:38]([CH3:41])[cH:39][cH:40]2)[c:8]([NH:10][C:11](=[O:12])[NH:13][CH2:14][c:15]2[c:16]([O:22][c:23]3[cH:24][c:25]4[cH:26][n:27][n:28]([CH2:32][CH:33]=[O:34])[c:29]4[cH:30][cH:31]3)[cH:17][cH:18][c:19]([F:21])[cH:20]2)[cH:9]1.[CH3:44][OH:45].[Na+:43]>>[C:1]([CH3:2])([CH3:3])([CH3:4])[c:5]1[n:6][n:7](-[c:35]2[cH:36][cH:37][c:38]([CH3:41])[cH:39][cH:40]2)[c:8]([NH:10][C:11](=[O:12])[NH:13][CH2:14][c:15]2[c:16]([O:22][c:23]3[cH:24][c:25]4[cH:26][n:27][n:28]([CH2:32][CH2:33][OH:34])[c:29]4[cH:30][cH:31]3)[cH:17][cH:18][c:19]([F:21])[cH:20]2)[cH:9]1. Reactants: FC(C(=O)O)C(CC)C (2-fluoro-3-methylpentanoic acid), C(C(=O)Cl)(=O)Cl (oxalic acid chloride). The solvent is ClCCl (dichloromethane). Run at temperature 40 celsius. Product: FC(C(=O)Cl)C(CC)C (2-fluoro-3-methylpentanoic acid chloride). RXN SMILES: [F:1][CH:2]([CH:6]([CH3:9])[CH2:7][CH3:8])[C:3](O)=[O:4].C(Cl)(=O)C([Cl:13])=O>ClCCl>[F:1][CH:2]([CH:6]([CH3:9])[CH2:7][CH3:8])[C:3]([Cl:13])=[O:4]. Reported procedure: Finally, to the compound (v) was added 10 ml of dichloromethane and then 15 ml of oxalic acid chloride dropwise with ice cooling. The reaction was carried out under reflux at 40° C. for 3 hours. The reaction product was freed of chloromethane and oxalic acid chloride by atmospheric distillation, and the residues were purified by vacuum distillation. Thus there was obtained 2-fluoro-3-methylpentanoic acid chloride (vi), which has a boiling point of 58°-60° C. (at 20 mmHg). Starting materials: C(C1=CC=CC=C1)I (benzyl iodide), Li2CuCl4, S1C(=CC=C1)[Mg]Br (2-thienylmagnesium bromide), solution, S1C(=CC=C1)[Mg]Br (2-thienylmagnesium bromide). The solvent is C1CCOC1 (THF). Reaction conditions: time 2 hour. The product is C(C1=CC=CC=C1)C=1SC=CC1 (2-Benzylthiophene). As a reaction SMILES: [CH2:1](I)[C:2]1[CH:7]=[CH:6][CH:5]=[CH:4][CH:3]=1.[S:9]1[CH:13]=[CH:12][CH:11]=[C:10]1[Mg]Br>C1COCC1>[CH2:1]([C:10]1[S:9][CH:13]=[CH:12][CH:11]=1)[C:2]1[CH:7]=[CH:6][CH:5]=[CH:4][CH:3]=1. Reported procedure: A solution of 7.8 g (52 mmol) of NaI and 5 mL (43 mmol) of benzyl chloride in THF was heated at reflux for 2 h to form benzyl iodide in situ and then the reaction was cooled to rt. In a separate flask, 37 mg (0.87 mmol) of LiCl and 58 mg (0.43 mmol) of copper(II) chloride were dissolved in 5 mL of THF and stirred at rt for 5 min to form Li2CuCl4 in situ. The benzyl iodide reaction flask was fitted with an addition funnel and 3 mL (3 mmol) of a 1 M solution of 2-thienylmagnesium bromide in THF wa... Starting materials: O=C1CCC(=O)N1Br, ClC(Cl)(Cl)Cl, CC(C)(C#N)N=NC(C)(C)C#N, CCOC(=O)C(C)c1cccnc1. Product: CCOC(=O)C(C)(Br)c1cccnc1. As a reaction SMILES: [Br:14][N:15]1[C:16](=[O:17])[CH2:18][CH2:19][C:20]1=[O:21].[Cl:34][C:35]([Cl:36])([Cl:37])[Cl:38].[N:22]([C:23]([CH3:24])([CH3:25])[C:26]#[N:27])=[N:28][C:29]([CH3:30])([CH3:31])[C:32]#[N:33].[n:1]1[cH:2][c:3]([CH:7]([C:8](=[O:9])[O:10][CH2:11][CH3:12])[CH3:13])[cH:4][cH:5][cH:6]1>>[n:1]1[cH:2][c:3]([C:7]([C:8](=[O:9])[O:10][CH2:11][CH3:12])([CH3:13])[Br:14])[cH:4][cH:5][cH:6]1. Reactants: O=C([O-])[O-], C=C(C)COc1ccc2c(c1)C1(COC(N)=N1)c1cc(-c3cccnc3)ccc1O2, CO, [K+], [K+], O, O=S(=O)(O)O. Yields the product CC(C)(O)COc1ccc2c(c1)C1(COC(N)=N1)c1cc(-c3cccnc3)ccc1O2. As a reaction SMILES: [C:37](=[O:38])([O-:39])[O-:40].[CH3:1][C:2]([CH2:3][O:4][c:5]1[cH:6][c:7]2[c:8]([cH:9][cH:10]1)[O:11][c:12]1[cH:13][cH:14][c:15](-[c:24]3[cH:25][n:26][cH:27][cH:28][cH:29]3)[cH:16][c:17]1[C:18]21[N:19]=[C:20]([NH2:23])[O:21][CH2:22]1)=[CH2:30].[CH3:43][OH:44].[K+:41].[K+:42].[OH2:31].[S:32]([OH:33])(=[O:34])(=[O:35])[OH:36]>>[CH3:1][C:2]([CH2:3][O:4][c:5]1[cH:6][c:7]2[c:8]([cH:9][cH:10]1)[O:11][c:12]1[cH:13][cH:14][c:15](-[c:24]3[cH:25][n:26][cH:27][cH:28][cH:29]3)[cH:16][c:17]1[C:18]21[N:19]=[C:20]([NH2:23])[O:21][CH2:22]1)([CH3:30])[OH:33].